This data is from the Open Reaction Database (ORD), a public repository of structured organic reaction records. The task is: describe an organic reaction: reactants, conditions, products, and yield Reactants: [Br-], C1CCOC1, CC(C)C[Mg+], COc1ccc(CCC(=O)Sc2ccccn2)cc1. Product: COc1ccc(CCC(=O)CC(C)C)cc1. RXN SMILES: [Br-:1].[CH2:26]1[O:27][CH2:28][CH2:29][CH2:30]1.[CH2:2]([CH:3]([CH3:4])[CH3:5])[Mg+:6].[n:7]1[cH:8][cH:9][cH:10][cH:11][c:12]1[S:13][C:14]([CH2:15][CH2:16][c:17]1[cH:18][cH:19][c:20]([O:23][CH3:24])[cH:21][cH:22]1)=[O:25]>>[CH2:2]([CH:3]([CH3:4])[CH3:5])[C:14]([CH2:15][CH2:16][c:17]1[cH:18][cH:19][c:20]([O:23][CH3:24])[cH:21][cH:22]1)=[O:25]. Reactants: Cc1cccc(C#Cc2ccc(S(=O)(=O)NC(CC(=O)O)C[N+](C)(C)C)s2)c1, CO, O=C([O-])C(F)(F)F. The product is Cc1cccc(CCc2ccc(S(=O)(=O)NC(CC(=O)O)C[N+](C)(C)C)s2)c1, O=C([O-])C(F)(F)F. As a reaction SMILES: [C:8](=[O:9])([OH:10])[CH2:11][CH:12]([CH2:13][N+:14]([CH3:15])([CH3:16])[CH3:17])[NH:18][S:19](=[O:20])(=[O:21])[c:22]1[s:23][c:24]([C:27]#[C:28][c:29]2[cH:30][c:31]([CH3:35])[cH:32][cH:33][cH:34]2)[cH:25][cH:26]1.[CH3:36][OH:37].[F:1][C:2]([C:3](=[O:4])[O-:5])([F:6])[F:7]>>[C:8](=[O:9])([OH:10])[CH2:11][CH:12]([CH2:13][N+:14]([CH3:15])([CH3:16])[CH3:17])[NH:18][S:19](=[O:20])(=[O:21])[c:22]1[s:23][c:24]([CH2:27][CH2:28][c:29]2[cH:30][c:31]([CH3:35])[cH:32][cH:33][cH:34]2)[cH:25][cH:26]1.[F:1][C:2]([C:3](=[O:4])[O-:5])([F:6])[F:7]. The reactants are ClC=1C=CC(=C(C1)O)CO (5-chloro-2-(hydroxymethyl)phenol), C(C)Br (ethylbromide). Yields the product ClC1=CC(=C(C=C1)CO)OCC ((4-chloro-2-ethoxyphenyl)methanol). Reaction SMILES: [Cl:1][C:2]1[CH:3]=[CH:4][C:5]([CH2:9][OH:10])=[C:6]([OH:8])[CH:7]=1.[CH2:11](Br)[CH3:12]>>[Cl:1][C:2]1[CH:3]=[CH:4][C:5]([CH2:9][OH:10])=[C:6]([O:8][CH2:11][CH3:12])[CH:7]=1. Procedure: The title compound was prepared from 5-chloro-2-(hydroxymethyl)phenol (PREPARATION 7) and ethylbromide according to the procedure for the preparation of Example 111, part A. 1H NMR (400 MHz, CDCl3): δ 1.44 (3H, t, J=6.8 Hz), 2.24 (1H, s), 4.07 (2H, q, J=6.8 Hz), 4.64 (2H, s), 6.85 (1H, d, J=1.6 Hz), 6.91 (1H, dd, J=1.6 Hz, 7.6 Hz), 7.20 (1H, d, J=8.0 Hz). Reactants: CN(C=C(C=O)C1=C(C=CC(=C1)OCC1=CC=CC=C1)[N+](=O)[O-])C (3-Dimethylamino-2-(5-benzyloxy-2-nitrophenyl)acrolein), [N+](=O)([O-])CC(=O)OC (methyl nitroacetate). The solvent is C(C)(=O)OC(C)=O (acetic anhydride). Yields the product COC(C(=CC(=CN(C)C)C1=C(C=CC(=C1)OCC1=CC=CC=C1)[N+](=O)[O-])[N+](=O)[O-])=O (4-(5-Benzyloxy-2-nitrophenyl)-5-dimethylamino-2-nitro-2,4-pentadienoic acid methylester). Yield: 77.7%. As a reaction SMILES: [CH3:1][N:2]([CH3:24])[CH:3]=[C:4]([C:7]1[CH:12]=[C:11]([O:13][CH2:14][C:15]2[CH:20]=[CH:19][CH:18]=[CH:17][CH:16]=2)[CH:10]=[CH:9][C:8]=1[N+:21]([O-:23])=[O:22])[CH:5]=O.[N+:25]([CH2:28][C:29]([O:31][CH3:32])=[O:30])([O-:27])=[O:26]>C(OC(=O)C)(=O)C>[CH3:32][O:31][C:29](=[O:30])[C:28]([N+:25]([O-:27])=[O:26])=[CH:5][C:4]([C:7]1[CH:12]=[C:11]([O:13][CH2:14][C:15]2[CH:20]=[CH:19][CH:18]=[CH:17][CH:16]=2)[CH:10]=[CH:9][C:8]=1[N+:21]([O-:23])=[O:22])=[CH:3][N:2]([CH3:24])[CH3:1]. Procedure: A mixture of 17.3 g (0.053 mol) of the compound of Example 40 and 6.3 g (0.53 mol) of methyl nitroacetate in 115 ml of acetic anhydride was heated at 95° for 1 hour. The mixture was concentrated, the residue slurried with ether, filtered and washed with ether to give 17.6 g (78%) of red orange crystals, m.p. 158°-165°. Recrystallization from benzene-dimethylformamide afforded 13.4 g (59%) of product, m.p. 179°-181°.